From a dataset of the Open Reaction Database (ORD), a public repository of structured organic reaction records. describe an organic reaction: reactants, conditions, products, and yield Reactants: C(C)OC(=O)[C@@H]1[C@H](C[C@H](CC1)N1N=CC(=C1C(F)(F)F)C(=O)O)C.C(C)OC(=O)[C@H]1[C@@H](C[C@@H](CC1)N1N=CC(=C1C(F)(F)F)C(=O)O)C (1-((1R,3R,4R)-4-(ethoxycarbonyl)-3-methylcyclohexyl)-5-(trifluoromethyl)-1H-pyrazole-4-carboxylic acid compound with 1-((1S,3S,4S)-4-(ethoxycarbonyl)-3-methylcyclohexyl)-5-(trifluoromethyl)-1H-pyrazole-4-carboxylic acid), C(C(=O)Cl)(=O)Cl (oxalyl chloride). As a reaction SMILES: [CH2:1]([O:3][C:4]([C@H:6]1[CH2:11][CH2:10][C@H:9]([N:12]2[C:16]([C:17]([F:20])([F:19])[F:18])=[C:15]([C:21](O)=[O:22])[CH:14]=[N:13]2)[CH2:8][C@@H:7]1[CH3:24])=[O:5])[CH3:2].[CH2:25]([O:27][C:28]([C@@H:30]1[CH2:35][CH2:34][C@@H:33]([N:36]2[C:40]([C:41]([F:44])([F:43])[F:42])=[C:39]([C:45](O)=[O:46])[CH:38]=[N:37]2)[CH2:32][C@H:31]1[CH3:48])=[O:29])[CH3:26].C(Cl)(=O)C([Cl:52])=O>C(Cl)Cl.CN(C=O)C>[Cl:52][C:21]([C:15]1[CH:14]=[N:13][N:12]([C@H:9]2[CH2:10][CH2:11][C@H:6]([C:4]([O:3][CH2:1][CH3:2])=[O:5])[C@@H:7]([CH3:24])[CH2:8]2)[C:16]=1[C:17]([F:20])([F:19])[F:18])=[O:22].[Cl:52][C:45]([C:39]1[CH:38]=[N:37][N:36]([C@@H:33]2[CH2:34][CH2:35][C@@H:30]([C:28]([O:27][CH2:25][CH3:26])=[O:29])[C@H:31]([CH3:48])[CH2:32]2)[C:40]=1[C:41]([F:44])([F:43])[F:42])=[O:46] |f:0.1,5.6|. The product is ClC(=O)C=1C=NN(C1C(F)(F)F)[C@@H]1C[C@@H]([C@H](CC1)C(=O)OCC)C.ClC(=O)C=1C=NN(C1C(F)(F)F)[C@H]1C[C@H]([C@@H](CC1)C(=O)OCC)C ((1R,2R,4R)-ethyl 4-(4-(chlorocarbonyl)-5-(trifluoromethyl)-1H-pyrazol-1-yl)-2-methylcyclohexane carboxylate compound with (1S,2S,4S)-ethyl 4-(4-(chlorocarbonyl)-5-(trifluoromethyl)-1H-pyrazol-1-yl)-2-methylcyclohexane carboxylate). Conditions: time 1.5 hour. Reported procedure: To a slightly cloudy mixture of 1-((1R,3R,4R)-4-(ethoxycarbonyl)-3-methylcyclohexyl)-5-(trifluoromethyl)-1H-pyrazole-4-carboxylic acid compound with 1-((1S,3S,4S)-4-(ethoxycarbonyl)-3-methylcyclohexyl)-5-(trifluoromethyl)-1H-pyrazole-4-carboxylic acid (1:1) (0.300 g, 0.431 mmol) in DCM (17.23 ml) was added oxalyl chloride (0.091 ml, 1.077 mmol) followed by DMF (1 drop) and the light-yellow slightly cloudy reaction mixture was stirred at room temperature. After 1.5 h, the mixture was concentrated... The reagents and catalysts are CN(C)C=O (DMF). Run in C(Cl)Cl (DCM). Reactants: COC(=O)C=1N=C(C2=CC(=CC=C2C1O)OC1=CC=CC=C1)C#N (1-cyano-4-hydroxy-7-phenoxy-isoquinoline-3-carboxylic acid methyl ester), COC(=O)C1(CCC1)CN (1-aminomethyl-cyclobutanecarboxylic acid methyl ester). Solvent: CO (MeOH). The product is COC(=O)C1(CCC1)CNC(=O)C=1N=C(C2=CC(=CC=C2C1O)OC1=CC=CC=C1)C#N (1-{[(1-Cyano-4-hydroxy-7-phenoxy-isoquinoline-3-carbonyl)-amino]-methyl}-cyclobutanecarboxylic acid methyl ester). As a reaction SMILES: CO[C:3]([C:5]1[N:6]=[C:7]([C:23]#[N:24])[C:8]2[C:13]([C:14]=1[OH:15])=[CH:12][CH:11]=[C:10]([O:16][C:17]1[CH:22]=[CH:21][CH:20]=[CH:19][CH:18]=1)[CH:9]=2)=[O:4].[CH3:25][O:26][C:27]([C:29]1([CH2:33][NH2:34])[CH2:32][CH2:31][CH2:30]1)=[O:28]>CO>[CH3:25][O:26][C:27]([C:29]1([CH2:33][NH:34][C:3]([C:5]2[N:6]=[C:7]([C:23]#[N:24])[C:8]3[C:13]([C:14]=2[OH:15])=[CH:12][CH:11]=[C:10]([O:16][C:17]2[CH:22]=[CH:21][CH:20]=[CH:19][CH:18]=2)[CH:9]=3)=[O:4])[CH2:32][CH2:31][CH2:30]1)=[O:28]. Procedure details: After a mixture of 1-cyano-4-hydroxy-7-phenoxy-isoquinoline-3-carboxylic acid methyl ester (129 mg, 0.401 mmol), 1-aminomethyl-cyclobutanecarboxylic acid methyl ester (115 mg, 0.803 mmol in MeOH was microwaved at 150° C. for 500 min; cooled, concentrated, the residue was partitioned between EtOAc and diluted HCl solution, EtOAc phase was washed with water and diluted NaCl solution, dried over anhydrous sodium sulfate, filtered, concentrated and column purified to give product (172 mg). LC MS ESI... Reactants: CN(C)C=O, CC(C)Oc1ccc(S(C)(=O)=O)cc1C(=O)O, Cl, c1ccc2c(N3CCNCC3)nsc2c1. The product is CC(C)Oc1ccc(S(C)(=O)=O)cc1C(=O)N1CCN(c2nsc3ccccc23)CC1. Reaction SMILES: [CH3:34][N:35]([CH3:36])[CH:37]=[O:38].[CH:1]([CH3:2])([CH3:3])[O:4][c:5]1[c:6]([C:7](=[O:8])[OH:9])[cH:10][c:11]([S:14](=[O:15])(=[O:16])[CH3:17])[cH:12][cH:13]1.[ClH:18].[N:19]1([c:25]2[n:26][s:27][c:28]3[c:29]2[cH:30][cH:31][cH:32][cH:33]3)[CH2:20][CH2:21][NH:22][CH2:23][CH2:24]1>>[CH:1]([CH3:2])([CH3:3])[O:4][c:5]1[c:6]([C:7](=[O:9])[N:22]2[CH2:21][CH2:20][N:19]([c:25]3[n:26][s:27][c:28]4[c:29]3[cH:30][cH:31][cH:32][cH:33]4)[CH2:24][CH2:23]2)[cH:10][c:11]([S:14](=[O:15])(=[O:16])[CH3:17])[cH:12][cH:13]1. Starting materials: COC(=O)c1ccc2c(n1)CCN(Cc1ccccc1)C2, CO, Cl, [OH-], [OH-], [Pd+2]. Product: Cl, COC(=O)c1ccc2c(n1)CCNC2. Reaction SMILES: [CH2:2]([c:3]1[cH:4][cH:5][cH:6][cH:7][cH:8]1)[N:9]1[CH2:10][c:11]2[cH:12][cH:13][c:14]([C:19](=[O:20])[O:21][CH3:22])[n:15][c:16]2[CH2:17][CH2:18]1.[CH3:23][OH:24].[ClH:1].[OH-:25].[OH-:27].[Pd+2:26]>>[ClH:1].[NH:9]1[CH2:10][c:11]2[cH:12][cH:13][c:14]([C:19](=[O:20])[O:21][CH3:22])[n:15][c:16]2[CH2:17][CH2:18]1. Starting materials: C(c1c(cc(cc1[Cl])[Cl])F)=O, CC1=CN=C(C=C1)N, [C-]#[N+]C1CCCCC1. The reagents and catalysts are O=C(O)C(F)(F)F (trifluoroacetic acid). The solvent is CC(C)O (isopropyl alcohol), CC(C)O (isopropylalcohol). Conditions: temperature 22 celsius, time 20 hour. Yields the product Cc1ccc2nc(c3c(cc(cc3[Cl])[Cl])F)c(NC3CCCCC3)n2c1. Isolated yield 38.4%. As a reaction SMILES: CC1=CC=C(N)N=C1.[C-]#[N+]C1CCCCC1.FC1=C(C=O)C(Cl)=CC(Cl)=C1>>CC1=CN2C(C=C1)=NC(=C2NC1CCCCC1)C1=C(F)C=C(Cl)C=C1Cl. The product is ethyl acetate hexanes, COC(C(CC1CCCC1)N1N=CC(=CC1=O)OC)=O (3-cyclopentyl-2-(4-methoxy-6-oxo-6H-pyridazin-1-yl)-propionic acid methyl ester). Run at temperature 25 celsius, time 30 minute. As a reaction SMILES: [CH3:1][O:2][C:3]1[CH:8]=[N:7][NH:6][C:5](=[O:9])[CH:4]=1.[H-].[Na+].[CH3:12][O:13][C:14](=[O:23])[CH:15](Br)[CH2:16][CH:17]1[CH2:21][CH2:20][CH2:19][CH2:18]1.O>O1CCCC1>[CH3:12][O:13][C:14](=[O:23])[CH:15]([N:6]1[C:5](=[O:9])[CH:4]=[C:3]([O:2][CH3:1])[CH:8]=[N:7]1)[CH2:16][CH:17]1[CH2:18][CH2:19][CH2:20][CH2:21]1 |f:1.2|. Solvent: O1CCCC1 (tetrahydrofuran). Procedure: A solution of 5-methoxy-2H-pyridazin-3-one (500 mg, 3.96 mmol) in tetrahydrofuran (19.8 mL, 0.2M) cooled to 0° C. was treated with a 60% dispersion of sodium hydride in mineral oil (190 mg, 4.75 mmol). The reaction was stirred at 25° C. for 30 min. After this time, the reaction was treated with 2-bromo-3-cyclopentyl-propionic acid methyl ester (Intermediate 10, 1.02 g, 4.36 mmol). The reaction was then warmed to 50° C. where it stirred overnight. After this time, the reaction was cooled to 25° C... The yield is 44.0%. Starting materials: COC(C(CC1CCCC1)Br)=O (2-bromo-3-cyclopentyl-propionic acid methyl ester), COC(C(CC1CCCC1)Br)=O (2-bromo-3-cyclopentyl-propionic acid methyl ester), O (water), [H-].[Na+] (sodium hydride), oil, COC1=CC(NN=C1)=O (5-methoxy-2H-pyridazin-3-one).